Dataset: the Open Reaction Database (ORD), a public repository of structured organic reaction records. Task: describe an organic reaction: reactants, conditions, products, and yield Starting materials: C1CCOC1, CCCC[N+](CCCC)(CCCC)CCCC, [F-], CN(C)CC(O)(COc1ccc(C=CC(=O)N2CCc3c([nH]c4ccccc34)C2c2ccc3c(c2)CCO3)cc1)O[Si](C)(C)C(C)(C)C. Yields the product CN(C)CC(O)COc1ccc(C=CC(=O)N2CCc3c([nH]c4ccccc34)C2c2ccc3c(c2)CCO3)cc1. As a reaction SMILES: [CH2:67]1[O:68][CH2:69][CH2:70][CH2:71]1.[CH3:50][CH2:51][CH2:52][CH2:53][N+:54]([CH2:55][CH2:56][CH2:57][CH3:58])([CH2:59][CH2:60][CH2:61][CH3:62])[CH2:63][CH2:64][CH2:65][CH3:66].[F-:49].[O:1]1[CH2:2][CH2:3][c:4]2[c:5]1[cH:6][cH:7][c:8]([CH:10]1[N:11]([C:23]([CH:24]=[CH:25][c:26]3[cH:27][cH:28][c:29]([O:32][CH2:33][C:34]([CH2:35][N:36]([CH3:37])[CH3:38])([OH:39])[O:40][Si:41]([C:42]([CH3:43])([CH3:44])[CH3:45])([CH3:46])[CH3:47])[cH:30][cH:31]3)=[O:48])[CH2:12][CH2:13][c:14]3[c:15]4[cH:16][cH:17][cH:18][cH:19][c:20]4[nH:21][c:22]31)[cH:9]2>>[O:1]1[CH2:2][CH2:3][c:4]2[c:5]1[cH:6][cH:7][c:8]([CH:10]1[N:11]([C:23]([CH:24]=[CH:25][c:26]3[cH:27][cH:28][c:29]([O:32][CH2:33][CH:34]([CH2:35][N:36]([CH3:37])[CH3:38])[OH:39])[cH:30][cH:31]3)=[O:48])[CH2:12][CH2:13][c:14]3[c:15]4[cH:16][cH:17][cH:18][cH:19][c:20]4[nH:21][c:22]31)[cH:9]2. The reactants are N#N (N2), C1(=CC=CC=C1)P(C1=CC=CC=C1)C1=CC=CC=C1 (triphenylphosphine), C1(=CC=CC=C1)P(C1=CC=CC=C1)C1=CC=CC=C1 (triphenylphosphine), water ice, [NH4+].[Cl-] (NH4Cl), BrC1=NN=C(C2=CC=C(C=C12)OC)CC1=C(C=NC=C1Cl)Cl (4-bromo-1-(3,5-dichloro-pyridin-4-ylmethyl)-6-methoxy-phthalazine), BrC=1SC=CN1 (2-bromothiazole). RXN SMILES: N#N.Br[C:4]1[S:5][CH:6]=[CH:7][N:8]=1.Br[C:10]1[C:19]2[C:14](=[CH:15][CH:16]=[C:17]([O:20][CH3:21])[CH:18]=2)[C:13]([CH2:22][C:23]2[C:28]([Cl:29])=[CH:27][N:26]=[CH:25][C:24]=2[Cl:30])=[N:12][N:11]=1.C1(P(C2C=CC=CC=2)C2C=CC=CC=2)C=CC=CC=1.[NH4+].[Cl-]>C1COCC1.C1(C)C=CC=CC=1.[Zn].C([O-])(=O)C.[Pd+2].C([O-])(=O)C>[Cl:30][C:24]1[CH:25]=[N:26][CH:27]=[C:28]([Cl:29])[C:23]=1[CH2:22][C:13]1[C:14]2[C:19](=[CH:18][C:17]([O:20][CH3:21])=[CH:16][CH:15]=2)[C:10]([C:4]2[S:5][CH:6]=[CH:7][N:8]=2)=[N:11][N:12]=1 |f:4.5,6.7,9.10.11|. Run in C1CCOC1.C1(=CC=CC=C1)C (THF toluene). The reagents and catalysts are C(C)(=O)[O-].[Pd+2].C(C)(=O)[O-] (palladium acetate), C(C)(=O)[O-].[Pd+2].C(C)(=O)[O-] (palladium acetate), [Zn] (zinc). Yield: 51.6%. Yields the product ClC=1C=NC=C(C1CC1=NN=C(C2=CC(=CC=C12)OC)C=1SC=CN1)Cl (1-(3,5-Dichloro-pyridin-4-ylmethyl)-6-methoxy-4-thiazol-2-yl-phthalazine). Reported procedure: A suspension of zinc (0.18 g, 2.76 mmoles) in THF/toluene 2:1 (15 ml), under stirring and N2 under reflux, was added with 2-bromothiazole (0.23 ml, 2.5 mmoles). After 2½ hours 4-bromo-1-(3,5-dichloro-pyridin-4-ylmethyl)-6-methoxy-phthalazine (0.5 g, 1.25 mmoles), prepared as described in example 46, palladium acetate (14 mg, 0.0625 mmole) and triphenylphosphine (32 mg, 0.125 mmole) were added to the cold mixture. The mixture was refluxed for further 30 minutes. After 21 hours the same amounts of... The reactants are C1=CC=CC=2C3=CC=CC=C3NC12 (Carbazole), C(C)(C)Br (isopropyl bromide). The product is CC(C)N1C2=CC=CC=C2C=2C=CC=CC12 (9-(1-methylethyl)-9H-carbazole). RXN SMILES: [CH:1]1[C:13]2[NH:12][C:11]3[C:6](=[CH:7][CH:8]=[CH:9][CH:10]=3)[C:5]=2[CH:4]=[CH:3][CH:2]=1.[CH:14](Br)([CH3:16])[CH3:15]>>[CH3:15][CH:14]([N:12]1[C:11]2[CH:10]=[CH:9][CH:8]=[CH:7][C:6]=2[C:5]2[C:13]1=[CH:1][CH:2]=[CH:3][CH:4]=2)[CH3:16]. Procedure: Carbazole (5 g; 0.03 mol) was reacted with isopropyl bromide (5.61 ml; 0.06 mol) by working in a manner similar to that described in Example 1a). Reactants: C(C)(=O)C=1C=C(C=CC1O)C1CCC(CC1)=O (4-(3-acetyl-4-hydroxyphenyl)-cyclohexanone), [Br-] (bromide), Cl (HCl), BrBr (bromine), [OH-].[Na+] (NaOH). The solvent is O1CCOCC1 (dioxane), O (water). The product is OC1=C(C(=O)O)C=C(C=C1)C1CCC(CC1)=O (2-hydroxy-5-(4-oxocyclohexyl)benzoic acid). Reaction SMILES: BrBr.[OH-:3].[Na+].[C:5]([C:8]1[CH:9]=[C:10]([CH:15]2[CH2:20][CH2:19][C:18](=[O:21])[CH2:17][CH2:16]2)[CH:11]=[CH:12][C:13]=1[OH:14])(=[O:7])C.[Br-].Cl>O.O1CCOCC1>[OH:14][C:13]1[CH:12]=[CH:11][C:10]([CH:15]2[CH2:20][CH2:19][C:18](=[O:21])[CH2:17][CH2:16]2)=[CH:9][C:8]=1[C:5]([OH:7])=[O:3] |f:1.2|. Procedure: 43.15 g (270 mmols) of bromine was added dropwise to a solution of 39.60 g (990 mmols) NaOH in 194 ml of water over a period of 30 minutes at 0-5° C., and stirred for a further hour at this temperature. 20.91 g (90 mmols) of 4-(3-acetyl-4-hydroxyphenyl)-cyclohexanone was dissolved at 70° C. in 100 ml of dioxane, allowed to cool to room temperature, and the emulsion formed was then added to alkali bromide solution. The reaction mixture was stirred for 3 hours at 40° C., and then over night at roo...